Dataset: the Open Reaction Database (ORD), a public repository of structured organic reaction records. Task: describe an organic reaction: reactants, conditions, products, and yield Starting materials: ClC1=C(C#N)C=CC(=C1)N1C(C([C@H]([C@@H]1C)O[Si](C)(C)C(C)(C)C)(C)C)=O (rac-2-chloro-4-[(4R,5S)-4-(tert-butyldimethylsilyloxy)-3,3,5-trimethyl-2-oxopyrrolidin-1-yl]benzonitrile), [F-].C(CCC)[N+](CCCC)(CCCC)CCCC.C1CCOC1 (tetrabutylammonium fluoride THF), O (Water). Solvent: C1CCOC1 (THF). Reaction conditions: time 7 hour. Yields the product ClC1=C(C#N)C=CC(=C1)N1C(C([C@H]([C@@H]1C)O)(C)C)=O (rac-2-chloro-4-[(4R,5S)-4-hydroxy-3,3,5-trimethyl-2-oxopyrrolidin-1-yl]benzonitrile). Isolated yield 55.0%. RXN SMILES: [Cl:1][C:2]1[CH:9]=[C:8]([N:10]2[C@@H:14]([CH3:15])[C@H:13]([O:16][Si](C(C)(C)C)(C)C)[C:12]([CH3:25])([CH3:24])[C:11]2=[O:26])[CH:7]=[CH:6][C:3]=1[C:4]#[N:5].[F-].C([N+](CCCC)(CCCC)CCCC)CCC.C1COCC1.O>C1COCC1>[Cl:1][C:2]1[CH:9]=[C:8]([N:10]2[C@@H:14]([CH3:15])[C@H:13]([OH:16])[C:12]([CH3:25])([CH3:24])[C:11]2=[O:26])[CH:7]=[CH:6][C:3]=1[C:4]#[N:5] |f:1.2.3|. Procedure details: To a solution of rac-2-chloro-4-[(4R,5S)-4-(tert-butyldimethylsilyloxy)-3,3,5-trimethyl-2-oxopyrrolidin-1-yl]benzonitrile (121 mg) in THF (5.5 mL) was added tetrabutylammonium fluoride-THF solution (0.5 mL, 1 mol/L), and the mixture was stirred at room temperature for 7 hr. Water was added to the reaction mixture, and the mixture was extracted with ethyl acetate. The extract was washed with saturated brine, dried over anhydrous magnesium sulfate, and concentrated under reduced pressure. The resi... Starting materials: O=c1[nH]c2ncc(Br)nc2n1CC1CCCCC1, CC(C)(C)OC(=O)NCc1ccc(B(O)O)cc1, CC(C)(C)OC(=O)NCc1ccc(-c2cnc3[nH]c(=O)n(CC4CCCCC4)c3n2)cc1, [K+], [K+], [K+], CN(C)C=O, O, O=P([O-])([O-])[O-]. The product is NCc1ccc(-c2cnc3[nH]c(=O)n(CC4CCCCC4)c3n2)cc1. Reaction SMILES: [Br:33][c:34]1[n:35][c:36]2[n:37]([CH2:38][CH:39]3[CH2:40][CH2:41][CH2:42][CH2:43][CH2:44]3)[c:45](=[O:46])[nH:47][c:48]2[n:49][cH:50]1.[C:51]([NH:52][CH2:53][c:54]1[cH:55][cH:56][c:57]([B:58]([OH:59])[OH:60])[cH:61][cH:62]1)([O:63][C:64]([CH3:65])([CH3:66])[CH3:67])=[O:68].[CH:1]1([CH2:7][n:8]2[c:9](=[O:32])[nH:10][c:11]3[n:12][cH:13][c:14](-[c:17]4[cH:18][cH:19][c:20]([CH2:21][NH:22][C:23](=[O:24])[O:25][C:26]([CH3:27])([CH3:28])[CH3:29])[cH:30][cH:31]4)[n:15][c:16]23)[CH2:2][CH2:3][CH2:4][CH2:5][CH2:6]1.[K+:74].[K+:75].[K+:76].[O:77]=[CH:78][N:79]([CH3:80])[CH3:81].[OH2:82].[P:69]([O-:70])([O-:71])([O-:72])=[O:73]>>[CH:1]1([CH2:7][n:8]2[c:9](=[O:32])[nH:10][c:11]3[n:12][cH:13][c:14](-[c:17]4[cH:18][cH:19][c:20]([CH2:21][NH2:22])[cH:30][cH:31]4)[n:15][c:16]23)[CH2:2][CH2:3][CH2:4][CH2:5][CH2:6]1. The reactants are C(C)OC1=CC=C(C=C1)C(CO)C(F)(F)F (2-(4-ethoxyphenyl)-3,3,3-trifluoropropanol), FC1=C(C=C(CBr)C=C1)OC1=CC=CC=C1 (4-fluoro-3-phenoxybenzyl bromide), HCl ice water, [H-].[Na+] (sodium hydride). The solvent is CN(C)C=O (DMF), CN(C)C=O (DMF). Run at time 15 hour. Yields the product FC1=C(C=C(COCC(C(F)(F)F)C2=CC=C(C=C2)OCC)C=C1)OC1=CC=CC=C1 (2-(4-ethoxyphenyl)-3,3,3-trifluoropropyl 4-fluoro-3-phenoxybenzyl ether). The yield is 63.7%. Reaction SMILES: [H-].[Na+].[CH2:3]([O:5][C:6]1[CH:11]=[CH:10][C:9]([CH:12]([C:15]([F:18])([F:17])[F:16])[CH2:13][OH:14])=[CH:8][CH:7]=1)[CH3:4].[F:19][C:20]1[CH:27]=[CH:26][C:23]([CH2:24]Br)=[CH:22][C:21]=1[O:28][C:29]1[CH:34]=[CH:33][CH:32]=[CH:31][CH:30]=1>CN(C=O)C>[F:19][C:20]1[CH:27]=[CH:26][C:23]([CH2:24][O:14][CH2:13][CH:12]([C:9]2[CH:8]=[CH:7][C:6]([O:5][CH2:3][CH3:4])=[CH:11][CH:10]=2)[C:15]([F:16])([F:17])[F:18])=[CH:22][C:21]=1[O:28][C:29]1[CH:30]=[CH:31][CH:32]=[CH:33][CH:34]=1 |f:0.1|. Procedure: Under a nitrogen atmosphere, 113 mg of sodium hydride (60% oil dispersion) was added to 20 ml of dry DMF. A solution of 0.60 g of 2-(4-ethoxyphenyl)-3,3,3-trifluoropropanol and 0.65 g of 4-fluoro-3-phenoxybenzyl bromide in 5 ml of dry DMF was then added at room temperature, and the reaction solution was stirred at that temperature for 15 hours. Thereafter, the reaction mixture was poured into dilute HCl-ice water and extracted twice with diethyl ether. The ether layers were combined, washed with...